From a dataset of the Open Reaction Database (ORD), a public repository of structured organic reaction records. describe an organic reaction: reactants, conditions, products, and yield The reactants are C1=CC=CC=2CN(CC3=C(C21)C=CC=C3)C(OCC)=N (ethyl 5,7-dihydro-6H-dibenz[c,e]azepine-6-carboximidate), CN=C=O (methyl isocyanate), ice water. The reagents and catalysts are C(C)N(CC)CC (triethylamine). Solvent: C(Cl)Cl (methylene chloride), C(Cl)Cl (methylene chloride). Run at time 2 day. Yields the product CNC(=O)N=C(OCC)N1CC2=C(C3=C(C1)C=CC=C3)C=CC=C2 (ethyl 5,7-dihydro-N-methylcarbamoyl-6H-dibenz[c,e]azepine-6-carboximidate). RXN SMILES: [CH:1]1[C:11]2[C:10]3[CH:12]=[CH:13][CH:14]=[CH:15][C:9]=3[CH2:8][N:7]([C:16](=[NH:20])[O:17][CH2:18][CH3:19])[CH2:6][C:5]=2[CH:4]=[CH:3][CH:2]=1.[CH3:21][N:22]=[C:23]=[O:24]>C(Cl)Cl.C(N(CC)CC)C>[CH3:21][NH:22][C:23]([N:20]=[C:16]([N:7]1[CH2:6][C:5]2[CH:4]=[CH:3][CH:2]=[CH:1][C:11]=2[C:10]2[CH:12]=[CH:13][CH:14]=[CH:15][C:9]=2[CH2:8]1)[O:17][CH2:18][CH3:19])=[O:24]. Procedure details: 2.0 g of ethyl 5,7-dihydro-6H-dibenz[c,e]azepine-6-carboximidate are placed in 10 ml of methylene chloride. After the addition of one drop of triethylamine, 0.41 g of methyl isocyanate in 5 ml of methylene chloride is added dropwise. The mixture is then left to stir at room temperature for 2 days. The reaction mixture is poured on to ice-water and extracted twice with methylene chloride. The extracts are washed with water, dried over anhydrous sodium sulfate and evaporated under reduced pressure... Starting materials: C(C1=CC=CC=C1)OCCCCCCCC1=CC=C(N)C=C1 (4-(7-(benzyloxy)heptyl)aniline), C(#N)C1(CC1)C(=O)O (1-cyanocyclopropanecarboxylic acid). Product: C(C1=CC=CC=C1)OCCCCCCCC1=CC=C(C=C1)NC(=O)C1(CC1)C#N (N-(4-(7-(benzyloxy)heptyl)phenyl)-1-cyanocyclopropanecarboxamide). The yield is 98.1%. As a reaction SMILES: [CH2:1]([O:8][CH2:9][CH2:10][CH2:11][CH2:12][CH2:13][CH2:14][CH2:15][C:16]1[CH:22]=[CH:21][C:19]([NH2:20])=[CH:18][CH:17]=1)[C:2]1[CH:7]=[CH:6][CH:5]=[CH:4][CH:3]=1.[C:23]([C:25]1([C:28](O)=[O:29])[CH2:27][CH2:26]1)#[N:24]>>[CH2:1]([O:8][CH2:9][CH2:10][CH2:11][CH2:12][CH2:13][CH2:14][CH2:15][C:16]1[CH:17]=[CH:18][C:19]([NH:20][C:28]([C:25]2([C:23]#[N:24])[CH2:27][CH2:26]2)=[O:29])=[CH:21][CH:22]=1)[C:2]1[CH:3]=[CH:4][CH:5]=[CH:6][CH:7]=1. Procedure: General procedure E was used to convert 1.05 mmol of 13a and 1.575 mmol of 1-cyanocyclopropanecarboxylic acid to 1.03 mmol (98%) of the title compound. Starting materials: BrC=1C(=NC=CC1)OC1=CC=C(N)C=C1 (4-(3-bromopyridin-2-yloxy)aniline), FC1=NC=C(C=C1)C (2-fluoro-5-methylpyridine). The solvent is CN1CCCC1=O (NMP), O (water). Run at temperature 170 celsius. The product is BrC=1C(=NC=CC1)OC1=CC=C(C=C1)NC1=NC=C(C=C1)C (N-(4-(3-bromopyridin-2-yloxy)phenyl)-5-methylpyridin-2-amine). As a reaction SMILES: [Br:1][C:2]1[C:3]([O:8][C:9]2[CH:15]=[CH:14][C:12]([NH2:13])=[CH:11][CH:10]=2)=[N:4][CH:5]=[CH:6][CH:7]=1.F[C:17]1[CH:22]=[CH:21][C:20]([CH3:23])=[CH:19][N:18]=1>CN1C(=O)CCC1.O>[Br:1][C:2]1[C:3]([O:8][C:9]2[CH:15]=[CH:14][C:12]([NH:13][C:17]3[CH:22]=[CH:21][C:20]([CH3:23])=[CH:19][N:18]=3)=[CH:11][CH:10]=2)=[N:4][CH:5]=[CH:6][CH:7]=1. Procedure details: To a pressure vessel was added 4-(3-bromopyridin-2-yloxy)aniline (7.23 g, 27.3 mmol) and 2-fluoro-5-methylpyridine (3.03 mL, 27.2 mmol) in NMP (13.61 mL) to stir at 170° C. Upon completion, the reaction mixture was diluted with water and extracted with EtOAc. The organic extract was washed with water, sat NaCl, dried with magnesium sulfate, filtered, and concentrated. The crude product was adsorbed onto a plug of silica gel and chromatographed to provide N-(4-(3-bromopyridin-2-yloxy)phenyl)-5-me... Starting materials: CCO, CC(=O)O, CCSCC(NC(=O)c1ccc(C(=O)N2CCCC2)c(Cl)c1)c1nc2cc(Cl)ccc2[nH]1, Cl, ClCCl, ClCCl, O=C(OO)c1cccc(Cl)c1. Product: CCS(=O)CC(NC(=O)c1ccc(C(=O)N2CCCC2)c(Cl)c1)c1nc2cc(Cl)ccc2[nH]1. Reaction SMILES: [CH2:52]([OH:53])[CH3:54].[CH3:44][C:45](=[O:46])[OH:47].[Cl:1][c:2]1[cH:3][c:4]([C:5](=[O:6])[NH:7][CH:8]([CH2:9][S:10][CH2:11][CH3:12])[c:13]2[n:14][c:15]3[c:16]([nH:17]2)[cH:18][cH:19][c:20]([Cl:22])[cH:21]3)[cH:23][cH:24][c:25]1[C:26](=[O:27])[N:28]1[CH2:29][CH2:30][CH2:31][CH2:32]1.[Cl:48].[Cl:49][CH2:50][Cl:51].[Cl:55][CH2:56][Cl:57].[OH:33][O:34][C:35]([c:36]1[cH:37][c:38]([Cl:39])[cH:40][cH:41][cH:42]1)=[O:43]>>[Cl:1][c:2]1[cH:3][c:4]([C:5](=[O:6])[NH:7][CH:8]([CH2:9][S:10]([CH2:11][CH3:12])=[O:33])[c:13]2[n:14][c:15]3[c:16]([nH:17]2)[cH:18][cH:19][c:20]([Cl:22])[cH:21]3)[cH:23][cH:24][c:25]1[C:26](=[O:27])[N:28]1[CH2:29][CH2:30][CH2:31][CH2:32]1. Reactants: N[C@H](C(C(=O)OC)O)C (methyl (3S)-3-amino-2-hydroxybutanoate), N1[C@H](C(=O)N[C@@H](C)C(=O)N2[C@H](C(=O)O)CCC2)CCC1 (L-prolyl-L-alanyl-L-proline), C(C(C)C)OC(=O)Cl (isobutylchloroformate), CN1CCOCC1 (N-methylmorpholine). Solvent: C(Cl)(Cl)Cl (chloroform), C(C)#N (acetonitrile). Reaction conditions: temperature -15 celsius, time 3 hour. Yields the product C(C)(=O)N1[C@H](C(=O)N[C@@H](C)C(=O)N2[C@H](C(=O)NC(C(C(=O)OC)O)C)CCC2)CCC1 (3-[(N-acetylprolyl)alanylprolylamino]-2-hydroxybutanoic acid, methyl ester). The yield is 36.3%. Reaction SMILES: [NH:1]1[CH2:20][CH2:19][CH2:18][C@H:2]1[C:3]([NH:5][C@H:6]([C:8]([N:10]1[CH2:17][CH2:16][CH2:15][C@H:11]1[C:12]([OH:14])=O)=[O:9])[CH3:7])=[O:4].CN1CC[O:25][CH2:24][CH2:23]1.C(OC(Cl)=O)C(C)C.[NH2:36][C@@H:37]([CH3:44])[CH:38]([OH:43])[C:39]([O:41][CH3:42])=[O:40]>C(#N)C.C(Cl)(Cl)Cl>[C:24]([N:1]1[CH2:20][CH2:19][CH2:18][C@H:2]1[C:3]([NH:5][C@H:6]([C:8]([N:10]1[CH2:17][CH2:16][CH2:15][C@H:11]1[C:12]([NH:36][CH:37]([CH3:44])[CH:38]([OH:43])[C:39]([O:41][CH3:42])=[O:40])=[O:14])=[O:9])[CH3:7])=[O:4])(=[O:25])[CH3:23]. Procedure details: Ac-L-prolyl-L-alanyl-L-proline (0.65 g, 2.00 mmol) was suspended in dry acetonitrile (20 ml) under an argon atmosphere in a flask fitted with an overhead stirrer and internal thermometer. The suspension was cooled to -15° C. and N-methylmorpholine (0.22 ml, 2.00 mmol) was added followed by isobutylchloroformate (0.26 ml, 2.00 mmol) at such a rate as to maintain the internal reaction temperature at -10° to -15° C. After minutes, a solution of methyl (3S)-3-amino-2-hydroxybutanoate (0.53 g, 4.00 m... Reactants: ON1N=NC2=C1C=CC=C2 (1-hydroxybenzotriazole), Cl.C(C)N=C=NCCCN(C)C (1-ethyl-3-(dimethylaminopropyl)carbodiimide hydrochloride), CCN(C(C)C)C(C)C (Hünig's base), N[C@H](C(=O)N[C@H](C(=O)OC)C(C)C)C(C)C (Methyl(S)-2-((S)-2-amino-3-methylbutyrylamino)-3-methylbutyrate), N([C@@H](CC1=CC=CC=C1)C(=O)O)C(=O)OCC1=CC=CC=C1 (Z-Phe-OH), C(=O)(O)[O-].[Na+] (NaHCO3). Solvent: CN(C)C=O (DMF). Conditions: time 30 minute. Product: C(C1=CC=CC=C1)OC(=O)N[C@H](C(=O)N[C@H](C(=O)N[C@H](C(=O)OC)C(C)C)C(C)C)CC1=CC=CC=C1 (Methyl(S)-2-[(S)-2-((S)-2-benzyloxycarbonylamino-3-phenyl-propionylamino)-3-methylbutyrylamino]-3-methylbutyrate). Isolated yield 74.4%. As a reaction SMILES: [NH:1]([C:13]([O:15][CH2:16][C:17]1[CH:22]=[CH:21][CH:20]=[CH:19][CH:18]=1)=[O:14])[C@H:2]([C:10]([OH:12])=O)[CH2:3][C:4]1[CH:9]=[CH:8][CH:7]=[CH:6][CH:5]=1.ON1C2C=CC=CC=2N=N1.Cl.C(N=C=NCCCN(C)C)C.CCN(C(C)C)C(C)C.[NH2:54][C@@H:55]([CH:67]([CH3:69])[CH3:68])[C:56]([NH:58][C@@H:59]([CH:64]([CH3:66])[CH3:65])[C:60]([O:62][CH3:63])=[O:61])=[O:57].C([O-])(O)=O.[Na+]>CN(C=O)C>[CH2:16]([O:15][C:13]([NH:1][C@@H:2]([CH2:3][C:4]1[CH:5]=[CH:6][CH:7]=[CH:8][CH:9]=1)[C:10]([NH:54][C@@H:55]([CH:67]([CH3:69])[CH3:68])[C:56]([NH:58][C@@H:59]([CH:64]([CH3:65])[CH3:66])[C:60]([O:62][CH3:63])=[O:61])=[O:57])=[O:12])=[O:14])[C:17]1[CH:22]=[CH:21][CH:20]=[CH:19][CH:18]=1 |f:2.3,6.7|. Procedure details: 247 mg of Z-Phe-OH (0.825 mmol, 1 eq) were dissolved in 10 ml of dry DMF at 0° C. under argon. Then 56 mg of 1-hydroxybenzotriazole (0.5 eq), 221 mg of 1-ethyl-3-(dimethylaminopropyl)carbodiimide hydrochloride (1.4 eq) and 346 μl of Hünig's base (2.4 eq) were added, and the mixture was stirred for 30 min. 190 mg of the compound from Example 143a) were then added, and the mixture was stirred at RT for 20 h. The reaction mixture was mixed with 50 ml of saturated NaHCO3 solution and extracted with ... Reported procedure: 12.1 g. of 1-ethyl-6-methyl-1H-pyrazolo[3,4-b]pyrazine-5-carboxylic acid (0.059 mol.) are added to a solution of 1.36 of sodium (0.059 mol.) in 250 ml. of absolute ethanol and is stirred for 30 minutes at room temperature. The alcohol is distilled off in vacuo and the sodium salt is dissolved in 350 ml. of dry dimethylformamide. Then, 14 g. of ethyl iodide (0.88 mol.) are added and the solution is heated in an autoclave at 120° for 10 hours. After the dimethylformamide has been removed in vacuo,... RXN SMILES: [CH2:1]([N:3]1[C:7]2=[N:8][C:9]([CH3:15])=[C:10]([C:12]([OH:14])=[O:13])[N:11]=[C:6]2[CH:5]=[N:4]1)[CH3:2].[Na].[CH2:17](I)[CH3:18]>C(O)C>[CH2:1]([N:3]1[C:7]2=[N:8][C:9]([CH3:15])=[C:10]([C:12]([O:14][CH2:17][CH3:18])=[O:13])[N:11]=[C:6]2[CH:5]=[N:4]1)[CH3:2] |^1:15|. Starting materials: C(C)N1N=CC=2C1=NC(=C(N2)C(=O)O)C (1-ethyl-6-methyl-1H-pyrazolo[3,4-b]pyrazine-5-carboxylic acid), [Na] (sodium), C(C)I (ethyl iodide). Yields the product C(C)N1N=CC=2C1=NC(=C(N2)C(=O)OCC)C (1-Ethyl-6-methyl-1H-pyrazolo[3,4-b]pyrazine-5-carboxylic acid, ethyl ester). Solvent: C(C)O (ethanol).